Dataset: the Open Reaction Database (ORD), a public repository of structured organic reaction records. Task: describe an organic reaction: reactants, conditions, products, and yield The reactants are O=[N+]([O-])c1cccc(CBr)c1, O=C([O-])[O-], CC(C)=O, Oc1ccc(-c2cc(F)c(F)cc2F)cc1, O=[N+]([O-])c1cccc(COc2ccc(-c3ccc(F)cc3F)cc2)c1, [K+], [K+]. Product: O=[N+]([O-])c1cccc(COc2ccc(-c3cc(F)c(F)cc3F)cc2)c1. As a reaction SMILES: [Br:1][CH2:2][c:3]1[cH:4][c:5]([N+:9](=[O:10])[O-:11])[cH:6][cH:7][cH:8]1.[C:28](=[O:29])([O-:30])[O-:31].[CH3:59][C:60](=[O:61])[CH3:62].[F:12][c:13]1[c:14](-[c:21]2[cH:22][cH:23][c:24]([OH:27])[cH:25][cH:26]2)[cH:15][c:16]([F:20])[c:17]([F:19])[cH:18]1.[F:34][c:35]1[cH:36][c:37]([F:38])[cH:39][cH:40][c:41]1-[c:42]1[cH:43][cH:44][c:45]([O:46][CH2:47][c:48]2[cH:49][cH:50][cH:51][c:52]([N+:53]([O-:54])=[O:55])[cH:56]2)[cH:57][cH:58]1.[K+:32].[K+:33]>>[CH2:2]([c:3]1[cH:4][c:5]([N+:9](=[O:10])[O-:11])[cH:6][cH:7][cH:8]1)[O:27][c:24]1[cH:23][cH:22][c:21](-[c:14]2[c:13]([F:12])[cH:18][c:17]([F:19])[c:16]([F:20])[cH:15]2)[cH:26][cH:25]1. The reactants are OCCBr, Oc1cc(Nc2ncc(Br)cn2)ccc1F, O=C([O-])[O-], CC#N, [Cs+], [Cs+]. Yields the product OCCOc1cc(Nc2ncc(Br)cn2)ccc1F. RXN SMILES: [Br:17][CH2:18][CH2:19][OH:20].[Br:1][c:2]1[cH:3][n:4][c:5]([NH:8][c:9]2[cH:10][cH:11][c:12]([F:16])[c:13]([OH:15])[cH:14]2)[n:6][cH:7]1.[C:21](=[O:22])([O-:23])[O-:24].[CH3:27][C:28]#[N:29].[Cs+:25].[Cs+:26]>>[Br:1][c:2]1[cH:3][n:4][c:5]([NH:8][c:9]2[cH:10][cH:11][c:12]([F:16])[c:13]([O:15][CH2:18][CH2:19][OH:20])[cH:14]2)[n:6][cH:7]1. Starting materials: OCCBr, Cc1cc(CCC(=O)c2sc(C)c3c2CC2C3C2(C)C)cc(C)c1O, CC(C)O, [Na+], [OH-]. Yields the product Cc1cc(CCC(=O)c2sc(C)c3c2CC2C3C2(C)C)cc(C)c1OCCO. Reaction SMILES: [Br:26][CH2:27][CH2:28][OH:29].[CH3:1][c:2]1[cH:3][c:4]([CH2:10][CH2:11][C:12](=[O:13])[c:14]2[c:15]3[c:19]([c:20]([CH3:22])[s:21]2)[CH:18]2[CH:17]([CH2:16]3)[C:23]2([CH3:24])[CH3:25])[cH:5][c:6]([CH3:9])[c:7]1[OH:8].[CH:30]([OH:31])([CH3:32])[CH3:33].[Na+:35].[OH-:34]>>[CH3:1][c:2]1[cH:3][c:4]([CH2:10][CH2:11][C:12](=[O:13])[c:14]2[c:15]3[c:19]([c:20]([CH3:22])[s:21]2)[CH:18]2[CH:17]([CH2:16]3)[C:23]2([CH3:24])[CH3:25])[cH:5][c:6]([CH3:9])[c:7]1[O:8][CH2:27][CH2:28][OH:29]. Starting materials: [NH4+].[Cl-] (NH4Cl), FC1=CC2=C(NN=N2)C=C1F (5,6-difluoro-1H-benzo[d][1,2,3]triazole), CC(C)([O-])C.[K+] (potassium tert-butoxide), C(CCC)C(CBr)CCCCCC (2-butyloctylbromide). Solvent: CO (methanol). Yields the product C(CCC)C(CN1N=C2C(=N1)C=C(C(=C2)F)F)CCCCCC (2-(2-butyloctyl)-5,6-difluoro-2H-benzo[d][1,2,3] triazole). As a reaction SMILES: [F:1][C:2]1[C:10]([F:11])=[CH:9][C:5]2[NH:6][N:7]=[N:8][C:4]=2[CH:3]=1.CC(C)([O-])C.[K+].[CH2:18]([CH:22]([CH2:25][CH2:26][CH2:27][CH2:28][CH2:29][CH3:30])[CH2:23]Br)[CH2:19][CH2:20][CH3:21].[NH4+].[Cl-]>CO>[CH2:18]([CH:22]([CH2:25][CH2:26][CH2:27][CH2:28][CH2:29][CH3:30])[CH2:23][N:7]1[N:6]=[C:5]2[CH:9]=[C:10]([F:11])[C:2]([F:1])=[CH:3][C:4]2=[N:8]1)[CH2:19][CH2:20][CH3:21] |f:1.2,4.5|. Procedure: 5,6-difluoro-1H-benzo[d][1,2,3]triazole (8.04 g, 1.0 eq), potassium tert-butoxide (5.87 g, 1.01 eq), and 2-butyloctylbromide (13.04 g, 1.01 eq) were dissolved in 130 mL of methanol. The reaction was heated to reflux for 17 h. The reaction mixture was then poured into saturated NH4Cl solution, and extracted with ethyl acetate. The organic layer was washed with water (2×), dried (Na2SO4), filtered, concentrated in vacuo, and purified by column chromatography on silica gel using 10:1 hexanes:ethyl ... Starting materials: [Si](C)(C)(C)C=[N+]=[N-] (TMS-diazomethane), [Li]CCCC (n-BuLi), C(C)(C)[Si](OCCC1CCC=C(C1)C=O)(C(C)C)C(C)C (5-(2-triisopropylsilanyloxy-ethyl)-cyclohex-1-enecarbaldehyde). The solvent is C1CCOC1 (THF). The product is C(#C)C=1CC(CCC1)CCO[Si](C(C)C)(C(C)C)C(C)C ([2-(3-ethynyl-cyclohex-3-enyl)-ethoxy]-triisopropyl-silane). RXN SMILES: [Si](C=[N+]=[N-])(C)(C)C.[Li][CH2:9][CH2:10][CH2:11][CH3:12].[CH:13]([Si:16]([CH:31]([CH3:33])[CH3:32])([CH:28]([CH3:30])[CH3:29])[O:17][CH2:18][CH2:19][CH:20]1CC(C=O)=[CH:23][CH2:22][CH2:21]1)([CH3:15])[CH3:14]>C1COCC1>[C:11]([C:10]1[CH2:9][CH:20]([CH2:19][CH2:18][O:17][Si:16]([CH:31]([CH3:32])[CH3:33])([CH:28]([CH3:30])[CH3:29])[CH:13]([CH3:14])[CH3:15])[CH2:21][CH2:22][CH:23]=1)#[CH:12]. Procedure details: A solution of TMS-diazomethane (4.61 mL, 9.22 mmol) in THF (60 mL) was reacted with n-BuLi (5.0 mL, 7.99 mmol) at −78° C. for 0.5 h. 5-(2-triisopropylsilanyloxy-ethyl)-cyclohex-1-enecarbaldehyde (Intermediate R13) was added via cannula. The mixture was reacted at −78° C. for 1 h and at 0° C. for 1 h. After work-up and chromatographic purification, [2-(3-ethynyl-cyclohex-3-enyl)-ethoxy]-triisopropyl-silane (Intermediate R14) was isolated, 1.44 g (77%). To Intermediate R14 in THF (70 mL) at 0° C. ... The reactants are C1CCOC1, CO, Cl, [Na+], COC(=O)c1ccc(CNc2nccc(-c3ccc(OCCN4CCOCC4)cc3)n2)cc1, [OH-], O. Product: O=C(O)c1ccc(CNc2nccc(-c3ccc(OCCN4CCOCC4)cc3)n2)cc1. RXN SMILES: [CH2:39]1[O:40][CH2:41][CH2:42][CH2:43]1.[CH3:34][OH:35].[ClH:38].[Na+:37].[O:1]1[CH2:2][CH2:3][N:4]([CH2:7][CH2:8][O:9][c:10]2[cH:11][cH:12][c:13](-[c:16]3[n:17][c:18]([NH:22][CH2:23][c:24]4[cH:25][cH:26][c:27]([C:28](=[O:29])[O:30][CH3:31])[cH:32][cH:33]4)[n:19][cH:20][cH:21]3)[cH:14][cH:15]2)[CH2:5][CH2:6]1.[OH-:36].[OH2:44]>>[O:1]1[CH2:2][CH2:3][N:4]([CH2:7][CH2:8][O:9][c:10]2[cH:11][cH:12][c:13](-[c:16]3[n:17][c:18]([NH:22][CH2:23][c:24]4[cH:25][cH:26][c:27]([C:28](=[O:29])[OH:30])[cH:32][cH:33]4)[n:19][cH:20][cH:21]3)[cH:14][cH:15]2)[CH2:5][CH2:6]1. Reactants: NC1=C(C=C(C=C1)OCC#C)C(=O)C1=CC=C(C=C1)C(C)C ((2-amino-5-propargyloxy-phenyl)-(4-isopropyl-phenyl)-methanone), C(=O)([O-])[O-].[K+].[K+] (K2CO3), ClC1=C(C(=CC=C1)S(=O)(=O)C)C (1-chloro-methyl-3-methanesulphonyl-benzene), CN(C=O)C (dimethylformamide). Conditions: temperature 100 celsius, time 3 hour. Product: C(C)(C)C1=CC=C(C=C1)C1=CCC(C=C1OCC#C)(CC1=CC(=CC=C1)S(=O)(=O)C)C=O (4-(4-Isopropyl-phenyl)-1-(3-methane-sulphonyl-benzyl)-5-propargyloxy-phenyl-methanone). Reaction SMILES: N[C:2]1[CH:7]=[CH:6][C:5]([O:8][CH2:9][C:10]#[CH:11])=C[C:3]=1[C:12]([C:14]1[CH:19]=[CH:18][C:17]([CH:20]([CH3:22])[CH3:21])=[CH:16][CH:15]=1)=O.[C:23]([O-:26])([O-])=O.[K+].[K+].Cl[C:30]1[CH:35]=[CH:34][CH:33]=[C:32]([S:36]([CH3:39])(=[O:38])=[O:37])[C:31]=1C.[CH3:41]N(C)C=O>>[CH:20]([C:17]1[CH:16]=[CH:15][C:14]([C:12]2[C:5]([O:8][CH2:9][C:10]#[CH:11])=[CH:6][C:7]([CH:23]=[O:26])([CH2:41][C:30]3[CH:35]=[CH:34][CH:33]=[C:32]([S:36]([CH3:39])(=[O:37])=[O:38])[CH:31]=3)[CH2:2][CH:3]=2)=[CH:19][CH:18]=1)([CH3:21])[CH3:22] |f:1.2.3|. Procedure details: A mixture of 100 mg (0.34 mmol) (2-amino-5-propargyloxy-phenyl)-(4-isopropyl-phenyl)-methanone, 80 mg (0.58 mmol) K2CO3 and 77 mg (0.375 mmol) 1-chloro-methyl-3-methanesulphonyl-benzene in 1 ml dimethylformamide is stirred at 80° C. for 6 h and at 100° C. for 3 h. Then the reaction mixture is poured onto water and extracted with ethyl acetate. The combined organic layers are washed with water and brine, dried over MgSO4, filtered and concentrated in vacuo. The residue is purified by flash-chroma... The reactants are O=C(NC(=S)NC1Cc2ccccc2C1)c1ccccc1, [Na+], [OH-], O. The product is NC(=S)NC1Cc2ccccc2C1. As a reaction SMILES: [C:1](=[O:2])([c:3]1[cH:4][cH:5][cH:6][cH:7][cH:8]1)[NH:9][C:10](=[S:11])[NH:12][CH:13]1[CH2:14][c:15]2[cH:16][cH:17][cH:18][cH:19][c:20]2[CH2:21]1.[Na+:23].[OH-:22].[OH2:24]>>[NH2:9][C:10](=[S:11])[NH:12][CH:13]1[CH2:14][c:15]2[cH:16][cH:17][cH:18][cH:19][c:20]2[CH2:21]1.